From a dataset of the Open Reaction Database (ORD), a public repository of structured organic reaction records. describe an organic reaction: reactants, conditions, products, and yield Reactants: O=C1Cc2cc(-c3cccc(C(=O)O)c3)ccc2N1, O=Cc1[nH]cc2c1CCOC2=O. Product: O=C1Nc2ccc(-c3cccc(C(=O)O)c3)cc2C1=Cc1[nH]cc2c1CCOC2=O. Reaction SMILES: [O:1]=[C:2]1[NH:3][c:4]2[cH:5][cH:6][c:7](-[c:11]3[cH:12][c:13]([C:14](=[O:15])[OH:16])[cH:17][cH:18][cH:19]3)[cH:8][c:9]2[CH2:10]1.[O:20]=[C:21]1[O:22][CH2:23][CH2:24][c:25]2[c:26]1[cH:27][nH:28][c:29]2[CH:30]=[O:31]>>[O:1]=[C:2]1[NH:3][c:4]2[cH:5][cH:6][c:7](-[c:11]3[cH:12][c:13]([C:14](=[O:15])[OH:16])[cH:17][cH:18][cH:19]3)[cH:8][c:9]2[C:10]1=[CH:30][c:29]1[c:25]2[c:26]([cH:27][nH:28]1)[C:21](=[O:20])[O:22][CH2:23][CH2:24]2. Procedure details: A mixture of 2-bromoacetophenone and ammonium formate in formic acid was stirred at reflux under nitrogen for 2 hours. The cooled reaction mixture was treated with 400 mL of H2O and extracted with ether (3×200 mL). The combined organics were washed with saturated aqueous NaHCO3, dried over MgSO4, filtered and concentrated under reduced pressure. The residue was purified by column chromatography (eluting with EtOAc/hexanes, 1:9) to afford 8.9 g (31%) of 4-phenyloxazole as a yellow oil. Reaction SMILES: Br[CH2:2][C:3]([C:5]1[CH:10]=[CH:9][CH:8]=[CH:7][CH:6]=1)=O.[CH:11]([O-:13])=O.[NH4+:14].O>C(O)=O>[C:5]1([C:3]2[N:14]=[CH:11][O:13][CH:2]=2)[CH:10]=[CH:9][CH:8]=[CH:7][CH:6]=1 |f:1.2|. Product: C1(=CC=CC=C1)C=1N=COC1 (4-phenyloxazole). Yield: 31.0%. Reactants: BrCC(=O)C1=CC=CC=C1 (2-bromoacetophenone), C(=O)[O-].[NH4+] (ammonium formate), O (H2O). Solvent: C(=O)O (formic acid). Procedure details: 200 mg (0.58 mmol) of 2-chloro-6-(3-chloro-phenyl-amino)-9-isopropyl-9H-purine are dissolved in 6 ml (90 mmol) of ethylenediamine and the mixture is heated under reflux for 3 hours (oil bath temperature of 150° C.). After cooling to room temperature, the reaction mixture is taken up in 250 ml of ethyl acetate and extracted with 150 ml of water. The aqueous phase is extracted twice with ethyl acetate and the combined organic extracts are washed with saturated sodium bicarbonate solution, water an... Conditions: temperature 150 celsius. Yields the product NCCNC1=NC(=C2N=CN(C2=N1)C(C)C)NC1=CC(=CC=C1)Cl (2-(2-Amino-ethylamino)-6-(3-chloro-phenyl-amino)-9-isopropyl-9H-purine). The reactants are ClC1=NC(=C2N=CN(C2=N1)C(C)C)NC1=CC(=CC=C1)Cl (2-chloro-6-(3-chloro-phenyl-amino)-9-isopropyl-9H-purine), C(CN)N (ethylenediamine). RXN SMILES: Cl[C:2]1[N:10]=[C:9]2[C:5]([N:6]=[CH:7][N:8]2[CH:11]([CH3:13])[CH3:12])=[C:4]([NH:14][C:15]2[CH:20]=[CH:19][CH:18]=[C:17]([Cl:21])[CH:16]=2)[N:3]=1.[CH2:22]([NH2:25])[CH2:23][NH2:24]>C(OCC)(=O)C>[NH2:24][CH2:23][CH2:22][NH:25][C:2]1[N:10]=[C:9]2[C:5]([N:6]=[CH:7][N:8]2[CH:11]([CH3:13])[CH3:12])=[C:4]([NH:14][C:15]2[CH:20]=[CH:19][CH:18]=[C:17]([Cl:21])[CH:16]=2)[N:3]=1. Solvent: C(C)(=O)OCC (ethyl acetate). The reactants are ClC1=C(CC2=CC=C(CBr)C=C2)C(=CC=C1)Cl (4-(2,6-dichlorobenzyl)benzyl bromide), [N-]=[N+]=[N-].[Na+] (sodium azide), C(C)O (ethanol). Product: ClC1=C(C(=O)C2=CC=C(CN=[N+]=[N-])C=C2)C(=CC=C1)Cl (4-(2,6-dichlorobenzoyl)benzyl azide). Isolated yield 98.0%. Reaction SMILES: [Cl:1][C:2]1[CH:16]=[CH:15][CH:14]=[C:13]([Cl:17])[C:3]=1[CH2:4][C:5]1[CH:12]=[CH:11][C:8]([CH2:9]Br)=[CH:7][CH:6]=1.[N-:18]=[N+:19]=[N-:20].[Na+].C([OH:24])C>>[Cl:1][C:2]1[CH:16]=[CH:15][CH:14]=[C:13]([Cl:17])[C:3]=1[C:4]([C:5]1[CH:12]=[CH:11][C:8]([CH2:9][N:18]=[N+:19]=[N-:20])=[CH:7][CH:6]=1)=[O:24] |f:1.2|. Procedure details: A mixture of 4-(2,6-dichlorobenzyl)benzyl bromide (7.49 g, 21.8 mmol) and sodium azide (4.19 g, 64.5 mmol) in absolute ethanol (100 ml) was refluxed 5 hours, cooled, and evaporated under vacuum. The residue was triturated wit diethyl ether (100 ml), filtered, and evaporated under vacuum to provide 6.5 g (98%) 4-(2,6-dichlorobenzoyl)benzyl azide, m.p. 92°-94° C. The reactants are CN(CC(C(C1=CC=CC=C1)C1=CC=CC=C1)O)C (3-dimethylamino-1,1-diphenyl-propan-2-ol), Cl.C(C)N(CCCC(=O)O)CC (4-diethylaminobutyric acid hydrochloride), FC1=CC=C(C=C1)C(C(C)=O)C1=CC=CC=C1 (1-p-fluorophenyl-1-phenyl-propan-2-one). Solvent: ClCCl (dichloromethane). The product is C(C)N(CCCC(=O)[O-])CC (4-diethylaminobutyrate), CN(CC(C(C1=CC=CC=C1)C1=CC=CC=C1)O)C (3-dimethylamino-1,1-diphenyl-propan-2-ol). RXN SMILES: [CH3:1][N:2]([CH3:19])[CH2:3][CH:4]([OH:18])[CH:5]([C:12]1[CH:17]=[CH:16][CH:15]=[CH:14][CH:13]=1)[C:6]1[CH:11]=[CH:10][CH:9]=[CH:8][CH:7]=1.Cl.[CH2:21]([N:23]([CH2:30][CH3:31])[CH2:24][CH2:25][CH2:26][C:27]([OH:29])=[O:28])[CH3:22].FC1C=CC(C(C2C=CC=CC=2)C(=O)C)=CC=1>ClCCl>[CH2:30]([N:23]([CH2:21][CH3:22])[CH2:24][CH2:25][CH2:26][C:27]([O-:29])=[O:28])[CH3:31].[CH3:19][N:2]([CH3:1])[CH2:3][CH:4]([OH:18])[CH:5]([C:12]1[CH:13]=[CH:14][CH:15]=[CH:16][CH:17]=1)[C:6]1[CH:11]=[CH:10][CH:9]=[CH:8][CH:7]=1 |f:1.2|. Procedure details: A solution of 3-dimethylamino-1,1-diphenyl-propan-2-ol (2 55g), 4-diethylaminobutyric acid hydrochloride (1 95g) and dicyclohexylcarbodiimide (2 1g) in dichloromethane (50 ml) was stirred at room temperature for 5 days. Dicyclohexylurea was filtered off and the filtrate concentrated. The residue was dissolved in dilute hydrochloric acid and ether. The acid extract was basified; isolation through ether in the normal manner gave an oil which was chromatographed as alumina (200g.). Elution with pro...